This data is from the Open Reaction Database (ORD), a public repository of structured organic reaction records. The task is: describe an organic reaction: reactants, conditions, products, and yield Starting materials: CN1N=C(C=C1NC([C@H](CC1=CC=CC=C1)NCC(=O)OC(C)(C)C)=O)C1=CC=NC=C1 ((S)-Tert-butyl 2-(1-(1-methyl-3-(pyridin-4-yl)-1H-pyrazol-5-ylamino)-1-oxo-3-phenylpropan-2-ylamino)acetate), Cl (hydrogen chloride), Cl (HCl). The reagents and catalysts are O (water). Solvent: O1CCOCC1 (dioxane). Run at time 16 hour. Yields the product Cl.Cl.ClC1=NC=CC(=C1)C1=NN(C(=C1)NC([C@H](CC1=CC=CC=C1)NCC(=O)O)=O)C (2-((S)-1-(3-(2-chloropyridin-4-yl)-1-methyl-1H-pyrazol-5-ylamino)-1-oxo-3-phenylpropan-2-ylamino)acetic acid diHCl salt). As a reaction SMILES: [CH3:1][N:2]1[C:6]([NH:7][C:8](=[O:26])[C@@H:9]([NH:17][CH2:18][C:19]([O:21]C(C)(C)C)=[O:20])[CH2:10][C:11]2[CH:16]=[CH:15][CH:14]=[CH:13][CH:12]=2)=[CH:5][C:4]([C:27]2[CH:32]=[CH:31][N:30]=[CH:29][CH:28]=2)=[N:3]1.[ClH:33]>O.O1CCOCC1>[ClH:33].[ClH:33].[Cl:33][C:31]1[CH:32]=[C:27]([C:4]2[CH:5]=[C:6]([NH:7][C:8](=[O:26])[C@@H:9]([NH:17][CH2:18][C:19]([OH:21])=[O:20])[CH2:10][C:11]3[CH:16]=[CH:15][CH:14]=[CH:13][CH:12]=3)[N:2]([CH3:1])[N:3]=2)[CH:28]=[CH:29][N:30]=1 |f:4.5.6|. Procedure: To a 20 ml vial was added 800 mg of 17.8.B, 15 ml of dioxane, 10 drops of water and 4.5 ml of hydrogen chloride (2.0 M solution in diethyl ether). After 16 hours 10 ml of concentrated HCl were added and stirred at room temperature for 16 hours. The solvent was removed with a stream of nitrogen (dried with MeOH) to give 740 mg of 2-((S)-1-(3-(2-chloropyridin-4-yl)-1-methyl-1H-pyrazol-5-ylamino)-1-oxo-3-phenylpropan-2-ylamino)acetic acid diHCl salt as a light yellow solid (Note: trace methyl ester... Reactants: O=C([O-])[O-], CCc1ccc(N2CCNCC2)cc1, O=C1CCCN1CCCCl, [I-], [Na+], [Na+], [Na+], CN(C)C=O. The product is CCc1ccc(N2CCN(CCCN3CCCC3=O)CC2)cc1. Reaction SMILES: [C:25](=[O:26])([O-:27])[O-:28].[CH2:11]([CH3:12])[c:13]1[cH:14][cH:15][c:16]([N:19]2[CH2:20][CH2:21][NH:22][CH2:23][CH2:24]2)[cH:17][cH:18]1.[Cl:1][CH2:2][CH2:3][CH2:4][N:5]1[C:6](=[O:10])[CH2:7][CH2:8][CH2:9]1.[I-:31].[Na+:29].[Na+:30].[Na+:32].[O:33]=[CH:34][N:35]([CH3:36])[CH3:37]>>[CH2:2]([CH2:3][CH2:4][N:5]1[C:6](=[O:10])[CH2:7][CH2:8][CH2:9]1)[N:22]1[CH2:21][CH2:20][N:19]([c:16]2[cH:15][cH:14][c:13]([CH2:11][CH3:12])[cH:18][cH:17]2)[CH2:24][CH2:23]1. The reactants are BrBr (Bromine), ClC1=CC=C(C=C1)C=1NC(=CC1C(=O)OC)C(F)(F)F (methyl 2-(p-chlorophenyl)-5-(trifluoromethyl)pyrrole-3-carboxylate), C(C)(=O)[O-].[Na+] (sodium acetate). The solvent is C(C)(=O)O (acetic acid), S(=O)([O-])[O-].[Na+].[Na+] (sodium sulfite). Conditions: time 30 minute. Yields the product BrC=1C(=C(NC1C(F)(F)F)C1=CC=C(C=C1)Cl)C(=O)OC (Methyl 4-bromo-2-(p-chlorophenyl)-5-(trifluoromethyl)pyrrole-3-carboxylate). The yield is 82.4%. Reaction SMILES: [Br:1]Br.[Cl:3][C:4]1[CH:9]=[CH:8][C:7]([C:10]2[NH:11][C:12]([C:19]([F:22])([F:21])[F:20])=[CH:13][C:14]=2[C:15]([O:17][CH3:18])=[O:16])=[CH:6][CH:5]=1.C([O-])(=O)C.[Na+]>C(O)(=O)C.S([O-])([O-])=O.[Na+].[Na+]>[Br:1][C:13]1[C:14]([C:15]([O:17][CH3:18])=[O:16])=[C:10]([C:7]2[CH:6]=[CH:5][C:4]([Cl:3])=[CH:9][CH:8]=2)[NH:11][C:12]=1[C:19]([F:22])([F:20])[F:21] |f:2.3,5.6.7|. Reported procedure: Bromine (2.3 mL, 43.7 mmol) is added to a solution of methyl 2-(p-chlorophenyl)-5-(trifluoromethyl)pyrrole-3-carboxylate (8.44 g, 29.2 mmol) and sodium acetate (3.6 g, 43.7 mmol) in acetic acid. The reaction mixture is stirred for 30 minutes, diluted with a 0.4 wt/wt% sodium sulfite solution and extracted with diethyl ether. The organic extracts are combined, washed with saturated sodium hydrogen carbonate solution, dried over anhydrous Na2SO4 and concentrated in vacuo to obtain an oil which sol... Reactants: Cl (hydrochloric acid), [OH-].[Na+] (sodium hydroxide), CO (methanol), C1(CC1)C1=C(C=C(C(=C1)CN1CCC(CC1)N1C(C=2C=C(C(=NC2CC1)CCC)C(=O)OC)=O)OCC)C1=CC(=CC=C1)F (methyl 6-(1-((2-cyclopropyl-5-ethoxy-3′-fluorobiphenyl-4-yl)methyl)piperidin-4-yl)-5-oxo-2-propyl-5,6,7,8-tetrahydro-1,6-naphthyridine-3-carboxylate). Solvent: C(C)(=O)OCC (ethyl acetate), C1CCOC1 (THF). Reaction conditions: temperature 60 celsius, time 30 minute. Product: C1(CC1)C1=C(C=C(C(=C1)CN1CCC(CC1)N1C(C=2C=C(C(=NC2CC1)CCC)C(=O)O)=O)OCC)C1=CC(=CC=C1)F (6-(1-((2-Cyclopropyl-5-ethoxy-3′-fluorobiphenyl-4-yl)methyl)piperidin-4-yl)-5-oxo-2-propyl-5,6,7,8-tetrahydro-1,6-naphthyridine-3-carboxylic acid). Isolated yield 59.0%. Reaction SMILES: [OH-].[Na+].CO.[CH:5]1([C:8]2[CH:13]=[C:12]([CH2:14][N:15]3[CH2:20][CH2:19][CH:18]([N:21]4[CH2:30][CH2:29][C:28]5[N:27]=[C:26]([CH2:31][CH2:32][CH3:33])[C:25]([C:34]([O:36]C)=[O:35])=[CH:24][C:23]=5[C:22]4=[O:38])[CH2:17][CH2:16]3)[C:11]([O:39][CH2:40][CH3:41])=[CH:10][C:9]=2[C:42]2[CH:47]=[CH:46][CH:45]=[C:44]([F:48])[CH:43]=2)[CH2:7][CH2:6]1.Cl>C(OCC)(=O)C.C1COCC1>[CH:5]1([C:8]2[CH:13]=[C:12]([CH2:14][N:15]3[CH2:20][CH2:19][CH:18]([N:21]4[CH2:30][CH2:29][C:28]5[N:27]=[C:26]([CH2:31][CH2:32][CH3:33])[C:25]([C:34]([OH:36])=[O:35])=[CH:24][C:23]=5[C:22]4=[O:38])[CH2:17][CH2:16]3)[C:11]([O:39][CH2:40][CH3:41])=[CH:10][C:9]=2[C:42]2[CH:47]=[CH:46][CH:45]=[C:44]([F:48])[CH:43]=2)[CH2:6][CH2:7]1 |f:0.1|. Reported procedure: A 2 M aqueous sodium hydroxide solution (1.50 mL) was added at room temperature to a methanol (5 mL)-THF (5 mL) solution of methyl 6-(1-((2-cyclopropyl-5-ethoxy-3′-fluorobiphenyl-4-yl)methyl)piperidin-4-yl)-5-oxo-2-propyl-5,6,7,8-tetrahydro-1,6-naphthyridine-3-carboxylate (300 mg), and the mixture was stirred at 60° C. for 30 minutes. The reaction mixture was neutralized with 2 M hydrochloric acid at room temperature. Then, ethyl acetate was added thereto, and the solvent was distilled off under...